From a dataset of the Open Reaction Database (ORD), a public repository of structured organic reaction records. describe an organic reaction: reactants, conditions, products, and yield Reactants: COC(C1=CC=C(C=C1)C(CC1=CC=CC=C1)O)OC (1-[4-(dimethoxymethyl)phenyl]-2-phenylethanol), O (Water). Run in ClCCl (dichlormethan), CS(=O)C (DMSO), C(C)N(CC)CC (triethylamine). Conditions: time 2 hour. Product: COC(C1=CC=C(C=C1)C(CC1=CC=CC=C1)=O)OC (1-[4-(dimethoxymethyl)phenyl]-2-phenylethanone). Reaction SMILES: [CH3:1][O:2][CH:3]([O:19][CH3:20])[C:4]1[CH:9]=[CH:8][C:7]([CH:10]([OH:18])[CH2:11][C:12]2[CH:17]=[CH:16][CH:15]=[CH:14][CH:13]=2)=[CH:6][CH:5]=1.O>ClCCl.CS(C)=O.C(N(CC)CC)C>[CH3:20][O:19][CH:3]([O:2][CH3:1])[C:4]1[CH:5]=[CH:6][C:7]([C:10](=[O:18])[CH2:11][C:12]2[CH:17]=[CH:16][CH:15]=[CH:14][CH:13]=2)=[CH:8][CH:9]=1. Procedure details: 29.16 g (0.183 mol) sulfur trioxide pyridine complex is added in portions to a solution of 33 g 1-[4-(dimethoxymethyl)phenyl]-2-phenylethanol in dichlormethan (540 ml), DMSO (140 ml) and triethylamine (25.5 ml) at 10° C. The mixture is slowly warmed to room temperature and stirred for 2 h. Water is added and the organic phase is separated, washed with 1 mol/l HCl, 3 times with 5% w/w sodium thiosulfate solution and saturated NaCl solution. The combined organic phases are dried over sodium sulfat... The product is COC(=O)NCCOc1ccc(Oc2ccc(F)cc2)cc1. Reactants: O=C([O-])[O-], COC(=O)NCCCl, Oc1ccc(Oc2ccc(F)cc2)cc1, [I-], [K+], [K+], [K+], CN(C)C=O. As a reaction SMILES: [C:1](=[O:2])([O-:3])[O-:4].[Cl:9][CH2:10][CH2:11][NH:12][C:13]([O:14][CH3:15])=[O:16].[F:17][c:18]1[cH:19][cH:20][c:21]([O:22][c:23]2[cH:24][cH:25][c:26]([OH:29])[cH:27][cH:28]2)[cH:30][cH:31]1.[I-:8].[K+:5].[K+:6].[K+:7].[O:32]=[CH:33][N:34]([CH3:35])[CH3:36]>>[CH2:10]([CH2:11][NH:12][C:13]([O:14][CH3:15])=[O:16])[O:29][c:26]1[cH:25][cH:24][c:23]([O:22][c:21]2[cH:20][cH:19][c:18]([F:17])[cH:31][cH:30]2)[cH:28][cH:27]1. The reactants are BrB(Br)Br, O=C(c1ccc(OCCN2CCCCC2)cc1)c1c(-c2ccc(F)cc2F)ccc2cc(O)ccc12, COc1ccc2c(C(=O)c3ccc(OCCN4CCCCCC4)cc3)c(-c3ccc(F)cc3F)ccc2c1. Product: O=C(c1ccc(OCCN2CCCCCC2)cc1)c1c(-c2ccc(F)cc2F)ccc2cc(O)ccc12. RXN SMILES: [B:75]([Br:76])([Br:77])[Br:78].[F:1][c:2]1[cH:3][c:4]([F:5])[cH:6][cH:7][c:8]1-[c:9]1[cH:10][cH:11][c:12]2[c:13]([cH:14][cH:15][c:16]([OH:17])[cH:18]2)[c:19]1[C:20]([c:21]1[cH:22][cH:23][c:24]([O:25][CH2:26][CH2:27][N:28]2[CH2:29][CH2:30][CH2:31][CH2:32][CH2:33]2)[cH:34][cH:35]1)=[O:36].[N:37]1([CH2:44][CH2:45][O:46][c:47]2[cH:48][cH:49][c:50]([C:53](=[O:54])[c:55]3[c:56](-[c:67]4[c:68]([F:74])[cH:69][c:70]([F:73])[cH:71][cH:72]4)[cH:57][cH:58][c:59]4[cH:60][c:61]([O:65][CH3:66])[cH:62][cH:63][c:64]34)[cH:51][cH:52]2)[CH2:38][CH2:39][CH2:40][CH2:41][CH2:42][CH2:43]1>>[N:37]1([CH2:44][CH2:45][O:46][c:47]2[cH:48][cH:49][c:50]([C:53](=[O:54])[c:55]3[c:56](-[c:67]4[c:68]([F:74])[cH:69][c:70]([F:73])[cH:71][cH:72]4)[cH:57][cH:58][c:59]4[cH:60][c:61]([OH:65])[cH:62][cH:63][c:64]34)[cH:51][cH:52]2)[CH2:38][CH2:39][CH2:40][CH2:41][CH2:42][CH2:43]1. The reactants are CSc1ccc(C(=O)CBr)cc1, CCOC(C)=O, [N-]=[N+]=[N-], [Na+], CN(C)C=O. Product: CSc1ccc(C(=O)CN=[N+]=[N-])cc1. RXN SMILES: [Br:1][CH2:2][C:3](=[O:4])[c:5]1[cH:6][cH:7][c:8]([S:11][CH3:12])[cH:9][cH:10]1.[CH3:22][CH2:23][O:24][C:25]([CH3:26])=[O:27].[N-:19]=[N+:20]=[N-:21].[Na+:18].[O:13]=[CH:14][N:15]([CH3:16])[CH3:17]>>[CH2:2]([C:3](=[O:4])[c:5]1[cH:6][cH:7][c:8]([S:11][CH3:12])[cH:9][cH:10]1)[N:19]=[N+:20]=[N-:21]. The reactants are Cl (HCl), C[Si](C(F)(F)F)(C)C (trimethyltrifluoromethylsilane), ClC1=CC=C(C=C1)C=1C=CC(=NC1)C#CC=1C=CC(=C(C=O)C1)OCCN1CCC(CC1)C (5-[5-(4-chlorophenyl)pyridin-2-ylethynyl]-2-[2-(4-methylpiperidin-1-yl)ethoxy]benzaldehyde), [F-].[Cs+] (cesium fluoride), C([O-])([O-])=O.[K+].[K+] (potassium carbonate). The solvent is C1CCOC1 (THF). Run at temperature -10 celsius, time 2 hour. Yields the product ClC1=CC=C(C=C1)C=1C=CC(=NC1)C#CC=1C=CC(=C(C1)C(C(F)(F)F)O)OCCN1CCC(CC1)C (1-{5-[5-(4-chlorophenyl)pyridin-2-ylethynyl]-2-[2-(4-methylpiperidin-1-yl)ethoxy]phenyl}-2,2,2-trifluoroethanol). RXN SMILES: C[Si](C)(C)[C:3]([F:6])([F:5])[F:4].[Cl:9][C:10]1[CH:15]=[CH:14][C:13]([C:16]2[CH:17]=[CH:18][C:19]([C:22]#[C:23][C:24]3[CH:25]=[CH:26][C:27]([O:32][CH2:33][CH2:34][N:35]4[CH2:40][CH2:39][CH:38]([CH3:41])[CH2:37][CH2:36]4)=[C:28]([CH:31]=3)[CH:29]=[O:30])=[N:20][CH:21]=2)=[CH:12][CH:11]=1.[F-].[Cs+].Cl.C(=O)([O-])[O-].[K+].[K+]>C1COCC1>[Cl:9][C:10]1[CH:11]=[CH:12][C:13]([C:16]2[CH:17]=[CH:18][C:19]([C:22]#[C:23][C:24]3[CH:25]=[CH:26][C:27]([O:32][CH2:33][CH2:34][N:35]4[CH2:36][CH2:37][CH:38]([CH3:41])[CH2:39][CH2:40]4)=[C:28]([CH:29]([OH:30])[C:3]([F:6])([F:5])[F:4])[CH:31]=3)=[N:20][CH:21]=2)=[CH:14][CH:15]=1 |f:2.3,5.6.7|. Procedure: 0.523 mL (1.05 mmol) of trimethyltrifluoromethylsilane (2M in THF) was slowly added dropwise at −10° C. to a solution of 0.39 g (0.85 mmol) of 5-[5-(4-chlorophenyl)pyridin-2-ylethynyl]-2-[2-(4-methylpiperidin-1-yl)ethoxy]benzaldehyde (Example 14.1c) and 13 mg (0.087 mmol) of cesium fluoride in 10 mL of THF and the reaction mixture was stirred for 2 hours at −10° C. 7 mL of 1M aqueous HCl were added and the mixture was stirred. The reaction mixture was made alkaline by the addition of saturated a... Reactants: C(N)(=N)N1CC2=CC(=CC=C2CC1)OCC1(CCN(CC1)C1=CC=NC=C1)C(=O)O (4-(2-Amidino-1,2,3,4-tetrahydroisoquinolin-7-yloxymethyl)-1-(pyridin-4-yl)piperidine-4-carboxylic acid), Cl (hydrochloric acid), [OH-].[Na+] (sodium hydroxide), Cl (hydrochloric acid). Solvent: O (water). Run at temperature 60 celsius, time 12 hour. Product: Cl.C(N)(=N)N1CC2=CC(=CC=C2CC1)OCC1(CCN(CC1)C1=CC=NC=C1)C(=O)O (4-(2-Amidino-1,2,3,4-tetrahydroisoquinolin-7-yloxymethyl)-1-(pyridin-4-yl)piperidine-4-carboxylic Acid Hydrochloride). Reaction SMILES: [C:1]([N:4]1[CH2:13][CH2:12][C:11]2[C:6](=[CH:7][C:8]([O:14][CH2:15][C:16]3([C:28]([OH:30])=[O:29])[CH2:21][CH2:20][N:19]([C:22]4[CH:27]=[CH:26][N:25]=[CH:24][CH:23]=4)[CH2:18][CH2:17]3)=[CH:9][CH:10]=2)[CH2:5]1)(=[NH:3])[NH2:2].[ClH:31].[OH-].[Na+]>O>[ClH:31].[C:1]([N:4]1[CH2:13][CH2:12][C:11]2[C:6](=[CH:7][C:8]([O:14][CH2:15][C:16]3([C:28]([OH:30])=[O:29])[CH2:17][CH2:18][N:19]([C:22]4[CH:23]=[CH:24][N:25]=[CH:26][CH:27]=4)[CH2:20][CH2:21]3)=[CH:9][CH:10]=2)[CH2:5]1)(=[NH:2])[NH2:3] |f:2.3,5.6|. Reported procedure: 4-(2-Amidino-1,2,3,4-tetrahydroisoquinolin-7-yloxymethyl)-1-(pyridin-4-yl)piperidine-4-carboxylic acid (7.55 g) was suspended in water (135 ml) and 1N hydrochloric acid (20 ml) was added. The mixture was heated to 60° C. and thereto was successively added dropwise 1N aqueous sodium hydroxide solution (2.9 ml) and 1N hydrochloric acid (1 ml). The mixture was stood at room temperature for 12 hours and the resultant crystals were collected by filtration, washed with water and dried to give the titl... The reactants are C(C)(C)(C)OC(=O)N1CC(N(CC1)C)=O (1-tert-Butoxycabonyl-4-methyl-3-oxopiperazine), FC(C(=O)O)(F)F (trifluoroacetic acid). Reaction conditions: time 2 hour. The product is CN1C(CNCC1)=O (1-methyl-2-oxopiperazine), FC(C(=O)[O-])(F)F (trifluoroacetate). RXN SMILES: C(OC([N:8]1[CH2:13][CH2:12][N:11]([CH3:14])[C:10](=[O:15])[CH2:9]1)=O)(C)(C)C.[F:16][C:17]([F:22])([F:21])[C:18]([OH:20])=[O:19]>>[CH3:14][N:11]1[CH2:12][CH2:13][NH:8][CH2:9][C:10]1=[O:15].[F:16][C:17]([F:22])([F:21])[C:18]([O-:20])=[O:19]. Procedure: 1-tert-Butoxycabonyl-4-methyl-3-oxopiperazine (3.87 g) was dissolved in trifluoroacetic acid (80 ml), and the mixture stirred at ambient temperature for 2 hours. Solvent was evaporated to give 1-methyl-2-oxopiperazine as a trifluoroacetate salt, with some excess trifluoroacetic acid. The reactants are COC(=O)c1cc(Cl)cc2oc(=S)[nH]c12, O=P(Cl)(Cl)Cl. The product is COC(=O)c1cc(Cl)cc2oc(Cl)nc12. Reaction SMILES: [Cl:1][c:2]1[cH:3][c:4]2[c:5]([nH:6][c:7](=[S:9])[o:8]2)[c:10]([C:12](=[O:13])[O:14][CH3:15])[cH:11]1.[P:16]([Cl:17])([Cl:18])([Cl:19])=[O:20]>>[Cl:1][c:2]1[cH:3][c:4]2[c:5]([n:6][c:7]([Cl:18])[o:8]2)[c:10]([C:12](=[O:13])[O:14][CH3:15])[cH:11]1. Reported procedure: and 2.3 g of (2R,4R/S)-4-(,4-fluoro-2-methoxyphenyl)-2-hydroxy-2-(trifluoromethyl)hexanal 300 mg (0.88 mmol) of (2R,4R)-4-(3-chloro-4-fluoro-2-methoxyphenyl)-2-hydroxy-2-(trifluoromethyl)hexanal and 140 mg (0.88 mmol) of 5-aminoquinolin-2(1H)-one are dissolved in 19 ml of toluene and the solution is admixed with 0.55 ml (1.75 mmol) of titanium tert-butoxide and 0.1 ml of acetic acid. The reaction mixture is heated at 100° C. for 2 hours, cooled, poured into water and stirred vigorously. The susp... As a reaction SMILES: [Cl:1][C:2]1[C:3]([O:21][CH3:22])=[C:4]([C@H:9]([CH2:19][CH3:20])[CH2:10][C@:11]([OH:18])([C:14]([F:17])([F:16])[F:15])[CH:12]=O)[CH:5]=[CH:6][C:7]=1[F:8].[NH2:23][C:24]1[CH:33]=[CH:32][CH:31]=[C:30]2[C:25]=1[CH:26]=[CH:27][C:28](=[O:34])[NH:29]2.C(O)(=O)C.O>C1(C)C=CC=CC=1.CC(C)([O-])C.[Ti+4].CC(C)([O-])C.CC(C)([O-])C.CC(C)([O-])C>[Cl:1][C:2]1[C:3]([O:21][CH3:22])=[C:4]([C@H:9]([CH2:19][CH3:20])[CH2:10][C@:11]([OH:18])([C:14]([F:17])([F:16])[F:15])[CH:12]=[N:23][C:24]2[CH:33]=[CH:32][CH:31]=[C:30]3[C:25]=2[CH:26]=[CH:27][C:28](=[O:34])[NH:29]3)[CH:5]=[CH:6][C:7]=1[F:8] |f:5.6.7.8.9|. Reagents/catalysts: CC(C)([O-])C.[Ti+4].CC(C)([O-])C.CC(C)([O-])C.CC(C)([O-])C (titanium tert-butoxide). Run at temperature 100 celsius. The solvent is C1(=CC=CC=C1)C (toluene). Reactants: C(C)(=O)O (acetic acid), (2R,4R/S)-4-(,4-fluoro-2-methoxyphenyl)-2-hydroxy-2-(trifluoromethyl)hexanal, ClC=1C(=C(C=CC1F)[C@@H](C[C@@](C=O)(C(F)(F)F)O)CC)OC ((2R,4R)-4-(3-chloro-4-fluoro-2-methoxyphenyl)-2-hydroxy-2-(trifluoromethyl)hexanal), NC1=C2C=CC(NC2=CC=C1)=O (5-aminoquinolin-2(1H)-one), O (water). Product: ClC=1C(=C(C=CC1F)[C@@H](C[C@@](C=NC1=C2C=CC(NC2=CC=C1)=O)(C(F)(F)F)O)CC)OC (5-{[(2R,4R)-4-(3-chloro-4-fluoro-2-methoxyphenyl)-2-hydroxy-2-(trifluoromethyl)hexylidene]amino}quinolin-2(1H)-one).